Dataset: the Open Reaction Database (ORD), a public repository of structured organic reaction records. Task: describe an organic reaction: reactants, conditions, products, and yield The reactants are C(C)(C)(C)C1=CC=C(C(=O)O)C=C1 (4-tert-butylbenzoic acid), CN(CCN(C)C)C (tetramethylethylene diamine), N2(liq) CH2Cl2, [Li]C(C)CC (sec-BuLi), CI (methyliodide). The solvent is C1CCOC1 (THF), C1CCOC1 (THF). Run at time 1 hour. Yields the product C(C)(C)(C)C1=CC(=C(C(=O)O)C=C1)C (4-tert-Butyl-2-methylbenzoic Acid). The yield is 19.5%. RXN SMILES: CN(C)[CH2:3][CH2:4]N(C)C.[Li]C(CC)C.[C:14]([C:18]1[CH:26]=C[C:21]([C:22]([OH:24])=[O:23])=[CH:20][CH:19]=1)([CH3:17])([CH3:16])[CH3:15].CI>C1COCC1>[C:14]([C:18]1[CH:19]=[CH:20][C:21]([C:22]([OH:24])=[O:23])=[C:3]([CH3:4])[CH:26]=1)([CH3:17])([CH3:15])[CH3:16]. Reported procedure: A 250 mL round bottom flask was charged with tetramethylethylene diamine (5.6 mL, 37 mmol) in THF (34 mL). After the mixture was cooled to −92° C. (N2(liq)/CH2Cl2 bath), sec-BuLi (26.5 mL, 37 mmol, 1.4M solution in cyclohexane) was added, followed by the dropwise addition of a solution of 4-tert-butylbenzoic acid (3 g, 16.8 mmol) dissolved in THF (22 mL). After stirring for 1 h, methyliodide (4.5 mL, 72.4 mmol) was added to mixture at −80° C. After stirring for 10 min at −80° C., the reaction mi...